This data is from the Open Reaction Database (ORD), a public repository of structured organic reaction records. The task is: describe an organic reaction: reactants, conditions, products, and yield The reactants are C=CC=C (butadiene), C(C)(CC)[Li] (secbutyllithium), C=CC1=CC=CC=C1 (styrene), C=CC=C (butadiene), C(=C)C1=C(C=CC=C1)C=C (divinylbenzene), C1(=CC=CC=C1)C=CC1=CC=CC=C1 (diphenylethylene), C=CC=C (butadiene), C=CC1=CC=CC=C1 (styrene), C(C)(CC)[Li] (secbutyllithium), C=CC1=CC=CC=C1 (styrene), polystyrene. Solvent: C1CCCCC1 (cyclohexane), C1CCCCC1 (cyclohexane), C1CCCCC1 (cyclohexane), C1CCCCC1 (cyclohexane). Reaction conditions: time 20 minute. The product is C=CC1=CC=CC=C1.C=CC=C (styrene/butadiene). Reaction SMILES: [C:1]1([CH:7]=[CH:8]C2C=CC=CC=2)[CH:6]=[CH:5][CH:4]=[CH:3][CH:2]=1.[CH:15]([Li])([CH2:17][CH3:18])[CH3:16].C=CC1C=CC=CC=1.C=CC=C.C(C1C=CC=CC=1C=C)=C>C1CCCCC1>[CH2:8]=[CH:7][C:1]1[CH:6]=[CH:5][CH:4]=[CH:3][CH:2]=1.[CH2:16]=[CH:15][CH:17]=[CH2:18] |f:6.7|. Procedure: A one gallon stirred reactor was charged with 1,800 g. of purified cyclohexane and heated to 70° C. A trace of diphenylethylene (0.2 g) was added to the cyclohexane by means of a hypodermic needle. A solution of secbutyllithium in cyclohexane was added to the reactor portionwise until a permanent orange-yellow color was obtained. The solution was then backtitrated with cyclohexane until the color just disappeared. The solvent and reactor were now ready for the polymerization of monomer. Into the...